This data is from the Open Reaction Database (ORD), a public repository of structured organic reaction records. The task is: describe an organic reaction: reactants, conditions, products, and yield Reactants: [OH-] (hydroxide), C(C(O)C(O)C(=O)O)(=O)O (tartaric acid), C1=NC=CC2=CC=CC=C12 (Isoquinoline), C(C)I (ethyl iodide), halide. Run in C(C)#N (acetonitrile). Product: C(=O)([O-])C(O)C(O)C(=O)[O-].C(C)[N+]1=CC2=CC=CC=C2C=C1.C(C)[N+]1=CC2=CC=CC=C2C=C1 (N-Ethylisoquinolinium tartrate). Reaction SMILES: [CH:1]1[C:10]2[C:5](=[CH:6][CH:7]=[CH:8][CH:9]=2)[CH:4]=[CH:3][N:2]=1.[CH2:11](I)[CH3:12].[OH-].[C:15]([OH:24])(=[O:23])[CH:16]([CH:18]([C:20]([OH:22])=[O:21])[OH:19])[OH:17]>C(#N)C>[C:20]([CH:18]([CH:16]([C:15]([O-:24])=[O:23])[OH:17])[OH:19])([O-:22])=[O:21].[CH2:11]([N+:2]1[CH:3]=[CH:4][C:5]2[C:10](=[CH:9][CH:8]=[CH:7][CH:6]=2)[CH:1]=1)[CH3:12].[CH2:11]([N+:2]1[CH:3]=[CH:4][C:5]2[C:10](=[CH:9][CH:8]=[CH:7][CH:6]=2)[CH:1]=1)[CH3:12] |f:5.6.7|. Reported procedure: Isoquinoline is reacted with ethyl iodide in acetonitrile; the halide intermediate is converted to the hydroxide with Rexyn 201, and then reacted with tartaric acid. The reactants are C(CCC)[Li] (Butyllithium), C(=O)=O.C(Cl)(Cl)(Cl)Cl (dry ice carbon tetrachloride), C=O (Formaldehyde), C(=O)=O.CC(=O)C (dry ice acetone), C1(=CC=CC=C1)CN(C1=NC=2C=CC=CC2C2=C1N=CN2COCC)CC2=CC=CC=C2 (N,N-bis(phenylmethyl)-1-ethoxymethyl-1H-imidazo[4,5-c]quinolin-4-amine). RXN SMILES: C([Li])CCC.[C:6](=[O:8])=O.CC(C)=O.[C:13]1([CH2:19][N:20]([CH2:38][C:39]2[CH:44]=[CH:43][CH:42]=[CH:41][CH:40]=2)[C:21]2[C:30]3[N:31]=[CH:32][N:33]([CH2:34][O:35][CH2:36][CH3:37])[C:29]=3[C:28]3[CH:27]=[CH:26][CH:25]=[CH:24][C:23]=3[N:22]=2)[CH:18]=[CH:17][CH:16]=[CH:15][CH:14]=1.C(=O)=O.C(Cl)(Cl)(Cl)Cl.C=O>O1CCCC1>[C:39]1([CH2:38][N:20]([CH2:19][C:13]2[CH:18]=[CH:17][CH:16]=[CH:15][CH:14]=2)[C:21]2[C:30]3[N:31]=[C:32]([CH2:6][OH:8])[N:33]([CH2:34][O:35][CH2:36][CH3:37])[C:29]=3[C:28]3[CH:27]=[CH:26][CH:25]=[CH:24][C:23]=3[N:22]=2)[CH:40]=[CH:41][CH:42]=[CH:43][CH:44]=1 |f:1.2,4.5|. Reported procedure: Butyllithium (1.6 mL of 2.5M in hexanes, 4 mmole) was added to a chilled (dry ice/acetone bath) solution of N,N-bis(phenylmethyl)-1-ethoxymethyl-1H-imidazo[4,5-c]quinolin-4-amine (1.7 g, 4 mmole) in tetrahydrofuran. No color change was observed. The reaction mixture was warmed to -20° C. (dry ice/carbon tetrachloride) and the reaction turned red in color. Formaldehyde gas entrained in a flow of nitrogen was added to the reaction mixture. After several minutes the reaction turned to a solid mass ... The solvent is O1CCCC1 (tetrahydrofuran). The product is C1(=CC=CC=C1)CN(C1=NC=2C=CC=CC2C2=C1N=C(N2COCC)CO)CC2=CC=CC=C2 (4-bis(phenylmethyl)amino-1-ethoxymethyl-1H-imidazo[4,5-c]quinolin-2-methanol). Starting materials: NC1=C(C(=O)N)C=CC=C1C (2-amino-3-methylbenzamide), C(CC)OC1=C(C(=O)Cl)C=CC=C1 (2-n-propoxybenzoyl chloride). Yields the product CC=1C(=C(C(=O)N)C=CC1)C1=C(C=CC=C1)OCCC (3-Methyl-2-(2-n-propoxyphenyl)benzamide), solid. The yield is 71.0%. Reaction SMILES: N[C:2]1[C:10]([CH3:11])=[CH:9][CH:8]=[CH:7][C:3]=1[C:4]([NH2:6])=[O:5].[CH2:12]([O:15][C:16]1[CH:24]=[CH:23][CH:22]=[CH:21][C:17]=1C(Cl)=O)[CH2:13][CH3:14]>>[CH3:11][C:10]1[C:2]([C:17]2[CH:21]=[CH:22][CH:23]=[CH:24][C:16]=2[O:15][CH2:12][CH2:13][CH3:14])=[C:3]([CH:7]=[CH:8][CH:9]=1)[C:4]([NH2:6])=[O:5]. Reported procedure: The title compound was prepared from 2-amino-3-methylbenzamide and 2-n-propoxybenzoyl chloride following the procedure of Preparation 5 and was obtained as a colorless solid (71%), m.p. 140°-142° C. Found: C,69.39; H,6.58; N,8.98. C18H20N2O3 requires C,69.21; H,6.45; N,8.97%. Starting materials: COC(=O)C(N)Cc1ccc(-c2c(C(F)(F)F)cc(C)n(C)c2=O)cc1, CCN(C(C)C)C(C)C, O=C(Cl)c1c(Cl)cccc1Cl, ClCCl, Cl. The product is COC(=O)C(Cc1ccc(-c2c(C(F)(F)F)cc(C)n(C)c2=O)cc1)NC(=O)c1c(Cl)cccc1Cl. RXN SMILES: [CH3:2][O:3][C:4]([CH:5]([NH2:6])[CH2:7][c:8]1[cH:9][cH:10][c:11](-[c:14]2[c:15](=[O:26])[n:16]([CH3:25])[c:17]([CH3:24])[cH:18][c:19]2[C:20]([F:21])([F:22])[F:23])[cH:12][cH:13]1)=[O:27].[CH:39]([N:40]([CH2:41][CH3:42])[CH:43]([CH3:44])[CH3:45])([CH3:46])[CH3:47].[Cl:28][c:29]1[c:30]([C:31](=[O:32])[Cl:33])[c:34]([Cl:38])[cH:35][cH:36][cH:37]1.[Cl:48][CH2:49][Cl:50].[ClH:1]>>[CH3:2][O:3][C:4]([CH:5]([NH:6][C:31]([c:30]1[c:29]([Cl:28])[cH:37][cH:36][cH:35][c:34]1[Cl:38])=[O:32])[CH2:7][c:8]1[cH:9][cH:10][c:11](-[c:14]2[c:15](=[O:26])[n:16]([CH3:25])[c:17]([CH3:24])[cH:18][c:19]2[C:20]([F:21])([F:22])[F:23])[cH:12][cH:13]1)=[O:27]. Starting materials: CC(C)C1=C(C(=CC=C1)C(C)C)NCCN(CC)CC (N-[2,6-bis(1-methylethyl)phenyl]-N',N'-diethyl-1,2-ethanediamine), CS(=O)(=O)NC1=CC=C(C(=O)Cl)C=C1 (4-[(methylsulfonyl)amino]benzoyl chloride). The product is Cl.C(C)N(CCN(C(C1=CC=C(C=C1)NS(=O)(=O)C)=O)C1=C(C=CC=C1C(C)C)C(C)C)CC (N-[2-(Diethylamino)ethyl]-N-[2,6-bis(1-methylethyl)phenyl]-4-[(methylsulfonyl)amino]benzamide hydrochloride). As a reaction SMILES: [CH3:1][CH:2]([C:4]1[CH:9]=[CH:8][CH:7]=[C:6]([CH:10]([CH3:12])[CH3:11])[C:5]=1[NH:13][CH2:14][CH2:15][N:16]([CH2:19][CH3:20])[CH2:17][CH3:18])[CH3:3].[CH3:21][S:22]([NH:25][C:26]1[CH:34]=[CH:33][C:29]([C:30]([Cl:32])=[O:31])=[CH:28][CH:27]=1)(=[O:24])=[O:23]>>[ClH:32].[CH2:17]([N:16]([CH2:19][CH3:20])[CH2:15][CH2:14][N:13]([C:5]1[C:6]([CH:10]([CH3:11])[CH3:12])=[CH:7][CH:8]=[CH:9][C:4]=1[CH:2]([CH3:1])[CH3:3])[C:30](=[O:31])[C:29]1[CH:33]=[CH:34][C:26]([NH:25][S:22]([CH3:21])(=[O:24])=[O:23])=[CH:27][CH:28]=1)[CH3:18] |f:2.3|. Procedure: In a manner similar to Example I react N-[2,6-bis(1-methylethyl)phenyl]-N',N'-diethyl-1,2-ethanediamine with 4-[(methylsulfonyl)amino]benzoyl chloride to obtain the title compound. The reactants are Cl.N[C@@H]1C[C@H](C1)N1C(N(C=2C1=NC=C(N2)Br)C2CC2)=O (1-(trans-3-aminocyclobutyl)-5-bromo-3-cyclopropyl-1H-imidazo[4,5-b]pyrazin-2(3H)-one hydrochloride), Cl.N[C@@H]1C[C@H](C1)N1C(N(C=2C1=NC=C(N2)Br)C2CC2)=O (1-(trans-3-aminocyclobutyl)-5-bromo-3-cyclopropyl-1H-imidazo[4,5-b]pyrazin-2(3H)-one hydrochloride), ClC1=NC2=CC(=CC=C2C=N1)F (2-chloro-7-fluoroquinazoline), CS(=O)C (DMSO), C(C)(C)N(C(C)C)CC (N,N-diisopropylethylamine). Solvent: Cl (HCl), O1CCOCC1 (dioxane), O (water). Reaction conditions: temperature 100 celsius. The product is BrC=1N=C2C(=NC1)N(C(N2C2CC2)=O)[C@@H]2C[C@H](C2)NC2=NC1=CC(=CC=C1C=N2)F (5-bromo-3-cyclopropyl-1-(trans-3-((7-fluoroquinazolin-2-yl)amino)cyclobutyl)-1H-imidazo[4,5-b]pyrazin-2(3H)-one). Isolated yield 26.8%. RXN SMILES: Cl.[NH2:2][C@H:3]1[CH2:6][C@H:5]([N:7]2[C:11]3=[N:12][CH:13]=[C:14]([Br:16])[N:15]=[C:10]3[N:9]([CH:17]3[CH2:19][CH2:18]3)[C:8]2=[O:20])[CH2:4]1.Cl[C:22]1[N:31]=[CH:30][C:29]2[C:24](=[CH:25][C:26]([F:32])=[CH:27][CH:28]=2)[N:23]=1.CS(C)=O.C(N(CC)C(C)C)(C)C>O.Cl.O1CCOCC1>[Br:16][C:14]1[N:15]=[C:10]2[N:9]([CH:17]3[CH2:18][CH2:19]3)[C:8](=[O:20])[N:7]([C@H:5]3[CH2:6][C@H:3]([NH:2][C:22]4[N:31]=[CH:30][C:29]5[C:24](=[CH:25][C:26]([F:32])=[CH:27][CH:28]=5)[N:23]=4)[CH2:4]3)[C:11]2=[N:12][CH:13]=1 |f:0.1|. Procedure details: A glass microwave reaction vessel was charged with 1-(trans-3-aminocyclobutyl)-5-bromo-3-cyclopropyl-1H-imidazo[4,5-b]pyrazin-2(3H)-one hydrochloride (Intermediate 82, 0.143 g, 0.397 mmol) and 2-chloro-7-fluoroquinazoline (0.118 g, 0.646 mmol). DMSO (2 mL) was added followed by N,N-diisopropylethylamine (0.300 mL, 1.725 mmol) and the reaction mixture was sealed under argon and heated at 100° C. overnight. The reaction was cooled room temperature and diluted with water. The precipitate was filter... Reactants: O1CCOC12CCC(CC2)C2=NC=CC=C2O (2-(1,4-dioxa-spiro[4.5]dec-8-yl)-pyridin-3-ol), Cl (HCl), C(=O)(O)[O-].[Na+] (NaHCO3). The solvent is C(C)#N (acetonitrile). Product: OC=1C(=NC=CC1)C1CCC(CC1)=O (4-(3-Hydroxy-pyridin-2-yl)-cyclohexanone). RXN SMILES: O1[C:5]2([CH2:10][CH2:9][CH:8]([C:11]3[C:16]([OH:17])=[CH:15][CH:14]=[CH:13][N:12]=3)[CH2:7][CH2:6]2)[O:4]CC1.Cl.C([O-])(O)=O.[Na+]>C(#N)C>[OH:17][C:16]1[C:11]([CH:8]2[CH2:7][CH2:6][C:5](=[O:4])[CH2:10][CH2:9]2)=[N:12][CH:13]=[CH:14][CH:15]=1 |f:2.3|. Reported procedure: 2-(1,4-dioxa-spiro[4.5]dec-8-yl)-pyridin-3-ol (1.30 g, 5.52 mmol) as prepared in the previous step was treated with 1N HCl (˜16 mL) in acetonitrile (100 mL) at room temperature for 4 hours. The reaction was neutralized with saturated NaHCO3 solution and the solvent was removed. The residue was partitioned between ethyl acetate and water. The organic layer was washed with brine, dried over anhydrous Na2SO4, filtered and concentrated to give a yellow solid, which was purified by silica gel column ...